From a dataset of the Open Reaction Database (ORD), a public repository of structured organic reaction records. describe an organic reaction: reactants, conditions, products, and yield The reactants are NC=1C(=NC(=C(C1C(=O)OC)C(=O)OC)OC)C (3-amino-4,5-dimethoxycarbonyl-6-methoxy-2-methylpyridine), O.NN (hydrazine monohydrate). Solvent: CO (methanol). Yields the product NC1=C(N=C(C=2C(NNC(C21)=O)=O)OC)C (8-Amino-5-methoxy-7-methylpyrido[3,4-d]pyridazine-1,4(2H,3H)dione). Reaction SMILES: [NH2:1][C:2]1[C:3]([CH3:18])=[N:4][C:5]([O:16][CH3:17])=[C:6]([C:12](OC)=[O:13])[C:7]=1[C:8](OC)=[O:9].O.[NH2:20][NH2:21]>CO>[NH2:1][C:2]1[C:7]2[C:8](=[O:9])[NH:21][NH:20][C:12](=[O:13])[C:6]=2[C:5]([O:16][CH3:17])=[N:4][C:3]=1[CH3:18] |f:1.2|. Procedure details: In 8 ml of methanol was dissolved 280 mg of 3-amino-4,5-dimethoxycarbonyl-6-methoxy-2-methylpyridine, and then 0.54 ml (10 eq.) of hydrazine monohydrate was added to the solution. The mixture was refluxed. The resulting crystals were collected by filtration and washed with methanol. The crystals were suspended in water, and the suspension was acidified with hydrochloric acid. The crystals were collected by filtration and washed with water. RXN SMILES: [BH4-:33].[CH2:1]([CH3:2])[O:3][c:4]1[cH:5][cH:6][c:7]([C:8](=[O:9])[c:10]2[n:11][c:12]3[c:13]([n:14]2[CH2:15][CH2:16][CH:17]([CH3:18])[CH3:19])[cH:20][cH:21][c:22]([C:24](=[O:25])[N:26]([CH2:27][CH3:28])[CH2:29][CH3:30])[cH:23]3)[cH:31][cH:32]1.[CH3:35][CH2:36][OH:37].[Na+:34]>>[CH2:1]([CH3:2])[O:3][c:4]1[cH:5][cH:6][c:7]([CH:8]([OH:9])[c:10]2[n:11][c:12]3[c:13]([n:14]2[CH2:15][CH2:16][CH:17]([CH3:18])[CH3:19])[cH:20][cH:21][c:22]([C:24](=[O:25])[N:26]([CH2:27][CH3:28])[CH2:29][CH3:30])[cH:23]3)[cH:31][cH:32]1. The reactants are [BH4-], CCOc1ccc(C(=O)c2nc3cc(C(=O)N(CC)CC)ccc3n2CCC(C)C)cc1, CCO, [Na+]. Yields the product CCOc1ccc(C(O)c2nc3cc(C(=O)N(CC)CC)ccc3n2CCC(C)C)cc1. Reactants: Example 149 ( f ), C(C1=CC=CC=C1)OCCCOC1=CC=C(C=C1)C1C(CN(CC1OCC1=CC2=CC=CC=C2C=C1)C(=O)OC(C)(C)C)COS(=O)(=O)C (tert-butyl (3SR,4RS,5RS)-4-[4-(3-benzyloxy-propoxy)-phenyl]-3-methanesulphonyloxymethyl-5-(naphthalen-2-ylmethoxy)-piperidine-1-carboxylate), N1C(NCC1)=O (imidazolidin-2-one). The product is C(C1=CC=CC=C1)OCCCOC1=CC=C(C=C1)C1C(CN(CC1CN1C(NCC1)=O)C(=O)OC(C)(C)C)OCC1=CC2=CC=CC=C2C=C1 (tert-butyl (3RS,4RS,5RS)-4-[4-(3-benzyloxy-propoxy)-phenyl]-3-(naphthalen-2-ylmethoxy)-5-(2-oxo-imidazolidin-1-ylmethyl)-piperidine-1-carboxylate). RXN SMILES: [CH2:1]([O:8][CH2:9][CH2:10][CH2:11][O:12][C:13]1[CH:18]=[CH:17][C:16]([CH:19]2[CH:24]([O:25][CH2:26][C:27]3[CH:36]=[CH:35][C:34]4[C:29](=[CH:30][CH:31]=[CH:32][CH:33]=4)[CH:28]=3)[CH2:23][N:22]([C:37]([O:39][C:40]([CH3:43])([CH3:42])[CH3:41])=[O:38])[CH2:21][CH:20]2[CH2:44]OS(C)(=O)=O)=[CH:15][CH:14]=1)[C:2]1[CH:7]=[CH:6][CH:5]=[CH:4][CH:3]=1.[NH:50]1[CH2:54][CH2:53][NH:52][C:51]1=[O:55]>>[CH2:1]([O:8][CH2:9][CH2:10][CH2:11][O:12][C:13]1[CH:14]=[CH:15][C:16]([CH:19]2[CH:20]([CH2:44][N:50]3[CH2:54][CH2:53][NH:52][C:51]3=[O:55])[CH2:21][N:22]([C:37]([O:39][C:40]([CH3:41])([CH3:43])[CH3:42])=[O:38])[CH2:23][CH:24]2[O:25][CH2:26][C:27]2[CH:36]=[CH:35][C:34]3[C:29](=[CH:30][CH:31]=[CH:32][CH:33]=3)[CH:28]=2)=[CH:17][CH:18]=1)[C:2]1[CH:7]=[CH:6][CH:5]=[CH:4][CH:3]=1. Procedure details: In an analogous manner to that described in Example 149 (f), by reacting tert-butyl (3SR,4RS,5RS)-4-[4-(3-benzyloxy-propoxy)-phenyl]-3-methanesulphonyloxymethyl-5-(naphthalen-2-ylmethoxy)-piperidine-1-carboxylate with imidazolidin-2-one there was obtained tert-butyl (3RS,4RS,5RS)-4-[4-(3-benzyloxy-propoxy)-phenyl]-3-(naphthalen-2-ylmethoxy)-5-(2-oxo-imidazolidin-1-ylmethyl)-piperidine-1-carboxylate as a yellowish oil. As a reaction SMILES: [Cl-].[Al+3].[Cl-].[Cl-].[O:5]=[C:6]([CH3:12])[CH2:7][CH2:8][C:9](Cl)=[O:10].Cl.[CH:14]1[CH:19]=[CH:18][CH:17]=[CH:16][CH:15]=1>>[C:14]1([C:9](=[O:10])[CH2:8][CH2:7][C:6](=[O:5])[CH3:12])[CH:19]=[CH:18][CH:17]=[CH:16][CH:15]=1 |f:0.1.2.3|. Conditions: time 32.5 minute. Isolated yield 24.1%. Reported procedure: To a well stirred suspension of anhydrous aluminium chloride (27.0 g, 205.9 mmol) in 126 ml of benzene was added 4-oxopentanoylchloride (23.0 g, 171.6 mmol) drop-wise, over a period of 30-35 minutes at room temperature (25-30° C.). The reaction mixture was stirred at the same temperature for 1 hour. After decomposition of the reaction mixture by the addition of solid ice and hydrochloric acid (10 ml) the precipitated solid was filtered and the filtrate evaporated on a rotary evaporator to remove... Yields the product C1(=CC=CC=C1)C(CCC(C)=O)=O (1-(phenyl)pentane-1,4-dione). Reactants: O=C(CCC(=O)Cl)C (4-oxopentanoylchloride), [Cl-].[Al+3].[Cl-].[Cl-] (aluminium chloride), C1=CC=CC=C1 (benzene), Cl (hydrochloric acid). The reactants are BrC1=NC(=C(N1C)C1=NC(=NO1)C1CC1)C (5-(2-bromo-3,5-dimethyl-3H-imidazol-4-yl)-3-cyclopropyl-[1,2,4]oxadiazole), C1(=CC=CC=C1)C#C (phenylacetylene). The product is C1(CC1)C1=NOC(=N1)C=1N(C(=NC1C)C#CC1=CC=CC=C1)C (3-Cyclopropyl-5-(3,5-dimethyl-2-phenylethynyl-3H-imidazol-4-yl)-[1,2,4]oxadiazole). As a reaction SMILES: Br[C:2]1[N:6]([CH3:7])[C:5]([C:8]2[O:12][N:11]=[C:10]([CH:13]3[CH2:15][CH2:14]3)[N:9]=2)=[C:4]([CH3:16])[N:3]=1.[C:17]1([C:23]#[CH:24])[CH:22]=[CH:21][CH:20]=[CH:19][CH:18]=1>>[CH:13]1([C:10]2[N:9]=[C:8]([C:5]3[N:6]([CH3:7])[C:2]([C:24]#[C:23][C:17]4[CH:22]=[CH:21][CH:20]=[CH:19][CH:18]=4)=[N:3][C:4]=3[CH3:16])[O:12][N:11]=2)[CH2:15][CH2:14]1. Procedure: The title compound, white solid, m.p. 120° C. and MS: m/e=305.2 (M+H+), was prepared from 5-(2-bromo-3,5-dimethyl-3H-imidazol-4-yl)-3-cyclopropyl-[1,2,4]oxadiazole and phenylacetylene in accordance with the general procedure of example 12c. Reactants: CCO, [Na+], [OH-], CCOC(=O)COS(=O)(=O)c1ccc(-c2ccccc2)cc1. The product is O=C(O)COS(=O)(=O)c1ccc(-c2ccccc2)cc1. Reaction SMILES: [CH3:25][CH2:26][OH:27].[Na+:24].[OH-:23].[c:1]1(-[c:17]2[cH:18][cH:19][cH:20][cH:21][cH:22]2)[cH:2][cH:3][c:4]([S:7](=[O:8])(=[O:9])[O:10][CH2:11][C:12](=[O:13])[O:14][CH2:15][CH3:16])[cH:5][cH:6]1>>[c:1]1(-[c:17]2[cH:18][cH:19][cH:20][cH:21][cH:22]2)[cH:2][cH:3][c:4]([S:7](=[O:8])(=[O:9])[O:10][CH2:11][C:12](=[O:13])[OH:14])[cH:5][cH:6]1.